This data is from the Open Reaction Database (ORD), a public repository of structured organic reaction records. The task is: describe an organic reaction: reactants, conditions, products, and yield The reactants are [Al+3], C1CCOC1, CO, O=C(Nc1ccc(Cl)cc1)c1cccnc1NCC1CCN(c2ccncc2)CC1, [H-], [H-], [H-], [H-], [Li+]. Product: Clc1ccc(NCc2cccnc2NCC2CCN(c3ccncc3)CC2)cc1. RXN SMILES: [Al+3:32].[CH2:37]1[O:38][CH2:39][CH2:40][CH2:41]1.[CH3:42][OH:43].[Cl:1][c:2]1[cH:3][cH:4][c:5]([NH:8][C:9](=[O:10])[c:11]2[c:12]([NH:17][CH2:18][CH:19]3[CH2:20][CH2:21][N:22]([c:25]4[cH:26][cH:27][n:28][cH:29][cH:30]4)[CH2:23][CH2:24]3)[n:13][cH:14][cH:15][cH:16]2)[cH:6][cH:7]1.[H-:31].[H-:34].[H-:35].[H-:36].[Li+:33]>>[Cl:1][c:2]1[cH:3][cH:4][c:5]([NH:8][CH2:9][c:11]2[c:12]([NH:17][CH2:18][CH:19]3[CH2:20][CH2:21][N:22]([c:25]4[cH:26][cH:27][n:28][cH:29][cH:30]4)[CH2:23][CH2:24]3)[n:13][cH:14][cH:15][cH:16]2)[cH:6][cH:7]1. The reactants are S(=O)(Cl)Cl (thionyl chloride), FC1=C(C=C(C=C1)C#CC=1C=NC=C(C#N)C1)CO (5-(4-fluoro-3-hydroxymethyl-phenylethynyl)-nicotinonitrile), S(=O)(Cl)Cl (thionyl chloride). Run in C(C)(=O)OCC (ethyl acetate). Reaction conditions: time 1 hour. The product is ClCC=1C=C(C=CC1F)C#CC=1C=NC=C(C#N)C1 (5-(3-Chloromethyl-4-fluorophenylethynyl)-nicotinonitrile). RXN SMILES: S(Cl)([Cl:3])=O.[F:5][C:6]1[CH:11]=[CH:10][C:9]([C:12]#[C:13][C:14]2[CH:15]=[N:16][CH:17]=[C:18]([CH:21]=2)[C:19]#[N:20])=[CH:8][C:7]=1[CH2:22]O>C(OCC)(=O)C>[Cl:3][CH2:22][C:7]1[CH:8]=[C:9]([C:12]#[C:13][C:14]2[CH:15]=[N:16][CH:17]=[C:18]([CH:21]=2)[C:19]#[N:20])[CH:10]=[CH:11][C:6]=1[F:5]. Reported procedure: Add thionyl chloride (0.59 mL, 8.07 mmol) to a solution of 5-(4-fluoro-3-hydroxymethyl-phenylethynyl)-nicotinonitrile (1.85 g, 7.33 mmol), (prepared as described in EXAMPLE 142). After 3 h add an additional 0.2 mL of thionyl chloride and stir for another 1 h. Dilute the reaction mixture with ethyl acetate and wash with an aqueous saturated solution of sodium bicarbonate and an aqueous saturated solution of sodium chloride. Dry (sodium sulfate), filter, and concentrate. Purify the crude material ... Starting materials: CCCO, Cc1cc(Nc2nc(N3CCC(C)CC3)ncc2[N+](=O)[O-])[nH]n1, CCO, ClCCl, [Na+], [OH-], O, O, Cl[Sn]Cl. Product: Cc1cc(Nc2nc(N3CCC(C)CC3)ncc2N)[nH]n1. As a reaction SMILES: [CH2:34]([OH:35])[CH2:36][CH3:37].[CH3:1][CH:2]1[CH2:3][CH2:4][N:5]([c:8]2[n:9][cH:10][c:11]([N+:21]([O-:22])=[O:23])[c:12]([NH:14][c:15]3[nH:16][n:17][c:18]([CH3:20])[cH:19]3)[n:13]2)[CH2:6][CH2:7]1.[CH3:38][CH2:39][OH:40].[Cl:31][CH2:32][Cl:33].[Na+:30].[OH-:29].[OH2:24].[OH2:25].[Sn:26]([Cl:27])[Cl:28]>>[CH3:1][CH:2]1[CH2:3][CH2:4][N:5]([c:8]2[n:9][cH:10][c:11]([NH2:21])[c:12]([NH:14][c:15]3[nH:16][n:17][c:18]([CH3:20])[cH:19]3)[n:13]2)[CH2:6][CH2:7]1. Starting materials: BrCc1cccc(C=Cc2ccccc2)c1, O=C([O-])[O-], CNCC=CC#CC(C)(C)C, CN(C)C=O, Cl, [K+], [K+], O. Yields the product CN(CC=CC#CC(C)(C)C)Cc1cccc(C=Cc2ccccc2)c1, Cl. As a reaction SMILES: [Br:1][CH2:2][c:3]1[cH:4][c:5]([CH:9]=[CH:10][c:11]2[cH:12][cH:13][cH:14][cH:15][cH:16]2)[cH:6][cH:7][cH:8]1.[C:29](=[O:30])([O-:31])[O-:32].[CH3:18][NH:19][CH2:20][CH:21]=[CH:22][C:23]#[C:24][C:25]([CH3:26])([CH3:27])[CH3:28].[CH3:35][N:36]([CH3:37])[CH:38]=[O:39].[ClH:17].[K+:33].[K+:34].[OH2:40]>>[CH2:2]([c:3]1[cH:4][c:5]([CH:9]=[CH:10][c:11]2[cH:12][cH:13][cH:14][cH:15][cH:16]2)[cH:6][cH:7][cH:8]1)[N:19]([CH3:18])[CH2:20][CH:21]=[CH:22][C:23]#[C:24][C:25]([CH3:26])([CH3:27])[CH3:28].[ClH:17]. Starting materials: CCCCC1=NC(=C(N1CC2=CC=C(C=C2)C3=CC=CC=C3C4=NN(N=N4)C(C5=CC=CC=C5)(C6=CC=CC=C6)C7=CC=CC=C7)CO)Cl (trityl Losartan), ( 7 ), tetrazoles, C[Sn](C)(C)N=[N+]=[N-] (trimethyl tin azide), tri alkyl tin azides. Product: CCCCC1=NC(=C(N1CC=2C=CC(=CC2)C=3C=CC=CC3C4=NNN=N4)CO)Cl (Losartan), ( 1 ). Reaction SMILES: C[Sn](N=[N+]=[N-])(C)C.[CH3:8][CH2:9][CH2:10][CH2:11][C:12]1[N:16]([CH2:17][C:18]2[CH:23]=[CH:22][C:21]([C:24]3[C:29]([C:30]4[N:34]=[N:33][N:32](C(C5C=CC=CC=5)(C5C=CC=CC=5)C5C=CC=CC=5)[N:31]=4)=[CH:28][CH:27]=[CH:26][CH:25]=3)=[CH:20][CH:19]=2)[C:15]([CH2:54][OH:55])=[C:14]([Cl:56])[N:13]=1>>[CH3:8][CH2:9][CH2:10][CH2:11][C:12]1[N:16]([CH2:17][C:18]2[CH:23]=[CH:22][C:21]([C:24]3[CH:25]=[CH:26][CH:27]=[CH:28][C:29]=3[C:30]3[N:34]=[N:33][NH:32][N:31]=3)=[CH:20][CH:19]=2)[C:15]([CH2:54][OH:55])=[C:14]([Cl:56])[N:13]=1. Procedure: Dupont/Merck in their patents and papers always described that trityl losartan of the formula (7) is detritylated to get Losartan. They have used trimethyl tin azide or tri alkyl tin azides for the preparation of tetrazoles. The trityl Losartan of the formula (7) is reacted with mineral acid to give Losartan of the formula (1). The trityl Losartan of the formula (7) is prepared using trimethyl or trialkyl tin azide for the formation of tetrazole nucleus. Reactants: FC(C(=O)N(CC(=O)OCC)CP(=O)(OCl)OCl)(F)F (ethyl N-trifluoroacetyl-N-(dichlorophosphonomethyl)glycinate), C(C=C)NCC=C (diallylamine). The solvent is O1CCCC1 (tetrahydrofuran), O1CCCC1 (tetrahydrofuran). Reaction conditions: time 8 hour. The product is FC(C(=O)N(CC(=O)OCC)CP(=O)(ON(CC=C)CC=C)ON(CC=C)CC=C)(F)F (ethyl N-trifluoroacetyl-N-(bis(diallylamino)phosphonomethyl)glycinate). RXN SMILES: [F:1][C:2]([F:20])([F:19])[C:3]([N:5]([CH2:12][P:13]([O:17]Cl)([O:15]Cl)=[O:14])[CH2:6][C:7]([O:9][CH2:10][CH3:11])=[O:8])=[O:4].[CH2:21]([NH:24][CH2:25][CH:26]=[CH2:27])[CH:22]=[CH2:23]>O1CCCC1>[F:1][C:2]([F:20])([F:19])[C:3]([N:5]([CH2:12][P:13]([O:17][N:24]([CH2:25][CH:26]=[CH2:27])[CH2:21][CH:22]=[CH2:23])([O:15][N:24]([CH2:25][CH:26]=[CH2:27])[CH2:21][CH:22]=[CH2:23])=[O:14])[CH2:6][C:7]([O:9][CH2:10][CH3:11])=[O:8])=[O:4]. Reported procedure: To a solution of ethyl N-trifluoroacetyl-N-(dichlorophosphonomethyl)glycinate (3.3 g, 0.01 mole) in 25 ml. of tetrahydrofuran was added diallylamine (4.07 g, 0.042 mole) in 50 ml. of tetrahydrofuran. The mixture was stirred at room temperature overnight and was then filtered and the filtrate concentrated in vacuo. The residue was dissolved in ether, washed with water, 10% HCl, water, dried over MgSO4, and concentrated in vacuo. The residue was extracted with petroleum ether, and by concentrating... Reactants: Cl.C1(=CC=CC=C1)C=1C=C2C(=NNC2=C(C1)C(=O)N)C1CCNCC1 (5-phenyl-3-(4-piperidinyl)-1H-indazole-7-carboxamide hydrochloride), ClCCCS(=O)(=O)Cl (3-chloropropane sulfonyl chloride), C(C)(C)N(CC)C(C)C (diisopropylethyl amine). The reagents and catalysts are CN(C)C=1C=CN=CC1 (DMAP). The solvent is ClCCl (dichloromethane). Product: ClCCCS(=O)(=O)N1CCC(CC1)C1=NNC2=C(C=C(C=C12)C1=CC=CC=C1)C(=O)N (3-{1-[(3-chloropropyl)sulfonyl]-4-piperidinyl}-5-phenyl-1H-indazole-7-carboxamide). Isolated yield 66.5%. RXN SMILES: Cl.[C:2]1([C:8]2[CH:9]=[C:10]3[C:14](=[C:15]([C:17]([NH2:19])=[O:18])[CH:16]=2)[NH:13][N:12]=[C:11]3[CH:20]2[CH2:25][CH2:24][NH:23][CH2:22][CH2:21]2)[CH:7]=[CH:6][CH:5]=[CH:4][CH:3]=1.[Cl:26][CH2:27][CH2:28][CH2:29][S:30](Cl)(=[O:32])=[O:31].C(N(C(C)C)CC)(C)C>CN(C1C=CN=CC=1)C.ClCCl>[Cl:26][CH2:27][CH2:28][CH2:29][S:30]([N:23]1[CH2:24][CH2:25][CH:20]([C:11]2[C:10]3[C:14](=[C:15]([C:17]([NH2:19])=[O:18])[CH:16]=[C:8]([C:2]4[CH:3]=[CH:4][CH:5]=[CH:6][CH:7]=4)[CH:9]=3)[NH:13][N:12]=2)[CH2:21][CH2:22]1)(=[O:32])=[O:31] |f:0.1|. Reported procedure: This compound was prepared in a fashion analogous to the procedure described in Example 3. Thus, 5-phenyl-3-(4-piperidinyl)-1H-indazole-7-carboxamide hydrochloride (Example 2) (140 mg, 0.437 mmol) was reacted with 3-chloropropane sulfonyl chloride (58 uL, 0.480 mmol) in the presence of diisopropylethyl amine (305 uL, 1.75 mmol) and DMAP (53 mg, 0.437 mmol) in dichloromethane (5 mL) to give the title compound (134 mg, 77%) The product is C(C)OC(=O)C1CC(CC1)OC1=C(C=C(C=C1)Cl)[N+](=O)[O-] (3-(4-chloro-2-nitro-phenoxy)-cyclopentanecarboxylic acid ethyl ester). Yield: 81.1%. Procedure: A mixture of 1,4-dichloro-2-nitro-benzene (190 mg, 1.1 mmol), 3-hydroxy-cyclopentanecarboxylic acid ethyl ester (180 mg, 1.14 mmol), triphenylphosphine (448 mg) and DIAD (345 mg) in dichloromethane (10 mL) was stirred at room temperature overnight. The reaction mixture was then evaporated under reduced pressure and the crude residue was purified by flash chromatography to afford 280 mg of 3-(4-chloro-2-nitro-phenoxy)-cyclopentanecarboxylic acid ethyl ester. Run at time 8 hour. Reactants: ClC1=C(C=C(C=C1)Cl)[N+](=O)[O-] (1,4-dichloro-2-nitro-benzene), C(C)OC(=O)C1CC(CC1)O (3-hydroxy-cyclopentanecarboxylic acid ethyl ester), C1(=CC=CC=C1)P(C1=CC=CC=C1)C1=CC=CC=C1 (triphenylphosphine), CC(C)OC(=O)/N=N/C(=O)OC(C)C (DIAD). As a reaction SMILES: Cl[C:2]1[CH:7]=[CH:6][C:5]([Cl:8])=[CH:4][C:3]=1[N+:9]([O-:11])=[O:10].[CH2:12]([O:14][C:15]([CH:17]1[CH2:21][CH2:20][CH:19]([OH:22])[CH2:18]1)=[O:16])[CH3:13].C1(P(C2C=CC=CC=2)C2C=CC=CC=2)C=CC=CC=1.CC(OC(/N=N/C(OC(C)C)=O)=O)C>ClCCl>[CH2:12]([O:14][C:15]([CH:17]1[CH2:21][CH2:20][CH:19]([O:22][C:2]2[CH:7]=[CH:6][C:5]([Cl:8])=[CH:4][C:3]=2[N+:9]([O-:11])=[O:10])[CH2:18]1)=[O:16])[CH3:13]. Solvent: ClCCl (dichloromethane).